From a dataset of the Open Reaction Database (ORD), a public repository of structured organic reaction records. describe an organic reaction: reactants, conditions, products, and yield The reactants are CCBr, N, [Na], O=[N+]([O-])[O-], O, c1ccc(C(c2ccccc2)c2ccncc2)cc1. Product: CCC(c1ccccc1)(c1ccccc1)c1ccncc1. Reaction SMILES: [CH2:26]([CH3:27])[Br:28].[NH3:2].[Na:1].[O-:3][N+:4](=[O:5])[O-:6].[OH2:29].[c:7]1([CH:13]([c:14]2[cH:15][cH:16][n:17][cH:18][cH:19]2)[c:20]2[cH:21][cH:22][cH:23][cH:24][cH:25]2)[cH:8][cH:9][cH:10][cH:11][cH:12]1>>[c:7]1([C:13]([c:14]2[cH:15][cH:16][n:17][cH:18][cH:19]2)([c:20]2[cH:21][cH:22][cH:23][cH:24][cH:25]2)[CH2:26][CH3:27])[cH:8][cH:9][cH:10][cH:11][cH:12]1. Reactants: ClC=1C=NN(C1)O (4-chloro-1-hydroxypyrazole), C([O-])([O-])=O.[Na+].[Na+] (sodium carbonate), CC(=CC(=O)Cl)C (dimethylacrylyl chloride). Solvent: C(C)#N (acetonitrile), C(C)#N (acetonitrile). Reaction conditions: time 12 hour. The product is CC(=CC(=O)ON1N=CC(=C1)Cl)C (4-chloropyrazol-1-yl 3,3-dimethylacrylate). Isolated yield 90.1%. Reaction SMILES: [CH3:1][C:2]([CH3:7])=[CH:3][C:4](Cl)=[O:5].[Cl:8][C:9]1[CH:10]=[N:11][N:12]([OH:14])[CH:13]=1.C(=O)([O-])[O-].[Na+].[Na+]>C(#N)C>[CH3:1][C:2]([CH3:7])=[CH:3][C:4]([O:14][N:12]1[CH:13]=[C:9]([Cl:8])[CH:10]=[N:11]1)=[O:5] |f:2.3.4|. Procedure details: 20 g of dimethylacrylyl chloride, dissolved in 100 g of acetonitrile, are added to 20 g of 4-chloro-1-hydroxypyrazole, 20 g of sodium carbonate and 150 g of acetonitrile at 25° C., while stirring. Stirring is continued for 12 hours at 25° C., after which the solid product is filtered off under suction and washed with 100 g of acetonitrile. The solution is evaporated down at 40° C. and under 20 mbar, the residue is taked up in 200 g of dichloromethane, the solution is extracted 3 times with 200 g... Reactants: CC1(OB(OC1(C)C)C=1C=C2C=CNC2=CC1)C (5-(4,4,5,5-tetramethyl-[1,3,2]dioxaborolan-2-yl)-1H-indole), P(=O)(Cl)(Cl)Cl (Phosphoryl chloride), CC1(OB(OC1(C)C)C=1C=C2C(=CNC2=CC1)C=O)C (5-(4,4,5,5-tetramethyl-[1,3,2]dioxaborolan-2-yl)-1H-indole-3-carboxaldehyde), BrC=1C=C(C=C2C=NNC12)NC1=NC(=NC=C1)N (N4-(7-bromo-1H-indazol-5-yl)-pyrimidine-2,4-diamine), C(=O)([O-])[O-].[Na+].[Na+] (Na2CO3). The reagents and catalysts are C=1C=CC(=CC1)[P](C=2C=CC=CC2)(C=3C=CC=CC3)[Pd]([P](C=4C=CC=CC4)(C=5C=CC=CC5)C=6C=CC=CC6)([P](C=7C=CC=CC7)(C=8C=CC=CC8)C=9C=CC=CC9)[P](C=1C=CC=CC1)(C=1C=CC=CC1)C=1C=CC=CC1 (Pd(PPh3)4). Solvent: CN(C)C=O (DMF), O (water), CN(C)C=O (DMF), CS(=O)C (DMSO), COCCOC (DME). Run at time 20 minute. The product is C(C)(=O)O.C(C)(=O)O.NC1=NC=CC(=N1)NC=1C=C2C=NNC2=C(C1)C=1C=C2C(=CNC2=CC1)C=O (5-[5-(2-amino-pyrimidin-4-ylamino)-1H-indazol-7-y l]-1H-indole-3-carbaldehyde diacetate). Isolated yield 6.0%. RXN SMILES: P(Cl)(Cl)(Cl)=O.C[C:7]1([CH3:23])C(C)(C)OB(C2C=C3C(=CC=2)NC=C3)[O:8]1.CC1(C)C(C)(C)OB([C:32]2[CH:33]=[C:34]3[C:38](=[CH:39][CH:40]=2)[NH:37][CH:36]=[C:35]3[CH:41]=[O:42])[O:26]1.Br[C:45]1[CH:46]=[C:47]([NH:54][C:55]2[CH:60]=[CH:59][N:58]=[C:57]([NH2:61])[N:56]=2)[CH:48]=[C:49]2[C:53]=1[NH:52][N:51]=[CH:50]2.C([O-])([O-])=[O:63].[Na+].[Na+]>CN(C=O)C.COCCOC.O.CS(C)=O.C1C=CC([P]([Pd]([P](C2C=CC=CC=2)(C2C=CC=CC=2)C2C=CC=CC=2)([P](C2C=CC=CC=2)(C2C=CC=CC=2)C2C=CC=CC=2)[P](C2C=CC=CC=2)(C2C=CC=CC=2)C2C=CC=CC=2)(C2C=CC=CC=2)C2C=CC=CC=2)=CC=1>[C:7]([OH:26])(=[O:8])[CH3:23].[C:41]([OH:42])(=[O:63])[CH3:35].[NH2:61][C:57]1[N:56]=[C:55]([NH:54][C:47]2[CH:48]=[C:49]3[C:53](=[C:45]([C:32]4[CH:33]=[C:34]5[C:38](=[CH:39][CH:40]=4)[NH:37][CH:36]=[C:35]5[CH:41]=[O:42])[CH:46]=2)[NH:52][N:51]=[CH:50]3)[CH:60]=[CH:59][N:58]=1 |f:4.5.6,12.13.14,^1:87,89,108,127|. Reported procedure: Phosphoryl chloride (43 μL, 0.46 mmol) was added dropwise to DMF (0.17 mL) at about 0° C. After about 20 min, a solution of 5-(4,4,5,5-tetramethyl-[1,3,2]dioxaborolan-2-yl)-1H-indole (Aldrich, 0.10 g, 0.42 mmol) in DMF (0.70 mL) was added dropwise. The reaction was allowed to warm slowly to ambient temperature. After about 7.5 hours, the reaction mixture was concentrated under reduced pressure to give a crude mixture containing 5-(4,4,5,5-tetramethyl-[1,3,2]dioxaborolan-2-yl)-1H-indole-3-carboxa... Reactants: CSC1=C(C=CC=C1)C1=NC2=C(N1)C=CC=C2 (2-(2-Methylthiophenyl)-1H-benzimidazole), CI (methyl iodide), C([O-])([O-])=O.[K+].[K+] (potassium carbonate). Run in CN(C=O)C (dimethylformamide), [Cl-].[Na+].O (brine). Product: CN1C(=NC2=C1C=CC=C2)C2=C(C=CC=C2)SC (1-Methyl-2-(2-methylthiophenyl)-1H-benzimidazole). Reaction SMILES: [CH3:1][S:2][C:3]1[CH:8]=[CH:7][CH:6]=[CH:5][C:4]=1[C:9]1[NH:13][C:12]2[CH:14]=[CH:15][CH:16]=[CH:17][C:11]=2[N:10]=1.CI.[C:20](=O)([O-])[O-].[K+].[K+]>CN(C)C=O.[Cl-].[Na+].O>[CH3:20][N:13]1[C:12]2[CH:14]=[CH:15][CH:16]=[CH:17][C:11]=2[N:10]=[C:9]1[C:4]1[CH:5]=[CH:6][CH:7]=[CH:8][C:3]=1[S:2][CH3:1] |f:2.3.4,6.7.8|. Reported procedure: The product of step (a) above (3.25 g), methyl iodide (1.92 g) and potassium carbonate (5.2 g) were stirred together in dry dimethylformamide (50 ml) at room temperature for 24 hours. The reaction mixture was poured into brine and extracted into ethyl acetate, the extract was washed with excess brine, dried over magnesium sulphate and evaporated to dryness in vacuo and the residue was purified by flash chromatography (SiO2 /CH2Cl2 9:1 ethyl acetate) to afford the sub-title compound as yellow sol... Starting materials: ClC1=NC=CC(=N1)C1=C(N=C(S1)C(C)C)C=1C=CC(=C(C1)NS(=O)(=O)C1=C(C=CC=C1F)F)F (N-{5-[5-(2-chloro-4-pyrimidinyl)-2-(1-methylethyl)-1,3-thiazol-4-yl]-2-fluorophenyl}-2,6-difluorobenzenesulfonamide), N1(CCOCC1)CCCN (3-(4-morpholinyl)-1-propanamine). Product: FC1=C(C(=CC=C1)F)S(=O)(=O)NC1=C(C=CC(=C1)C=1N=C(SC1C1=NC(=NC=C1)NCCCN1CCOCC1)C(C)C)F (2,6-Difluoro-N-{2-fluoro-5-[2-(1-methylethyl)-5-(2-{[3-(4-morpholinyl)propyl]amino}-4-pyrimidinyl)-1,3-thiazol-4-yl]phenyl}benzenesulfonamide). As a reaction SMILES: Cl[C:2]1[N:7]=[C:6]([C:8]2[S:12][C:11]([CH:13]([CH3:15])[CH3:14])=[N:10][C:9]=2[C:16]2[CH:17]=[CH:18][C:19]([F:34])=[C:20]([NH:22][S:23]([C:26]3[C:31]([F:32])=[CH:30][CH:29]=[CH:28][C:27]=3[F:33])(=[O:25])=[O:24])[CH:21]=2)[CH:5]=[CH:4][N:3]=1.[N:35]1([CH2:41][CH2:42][CH2:43][NH2:44])[CH2:40][CH2:39][O:38][CH2:37][CH2:36]1>>[F:33][C:27]1[CH:28]=[CH:29][CH:30]=[C:31]([F:32])[C:26]=1[S:23]([NH:22][C:20]1[CH:21]=[C:16]([C:9]2[N:10]=[C:11]([CH:13]([CH3:15])[CH3:14])[S:12][C:8]=2[C:6]2[CH:5]=[CH:4][N:3]=[C:2]([NH:44][CH2:43][CH2:42][CH2:41][N:35]3[CH2:40][CH2:39][O:38][CH2:37][CH2:36]3)[N:7]=2)[CH:17]=[CH:18][C:19]=1[F:34])(=[O:25])=[O:24]. Reported procedure: Following a procedure analogous to the procedure described in Example 1 using N-{5-[5-(2-chloro-4-pyrimidinyl)-2-(1-methylethyl)-1,3-thiazol-4-yl]-2-fluorophenyl}-2,6-difluorobenzenesulfonamide (80 mg, 0.15 mmol) and 3-(4-morpholinyl)-1-propanamine (0.10 mL, approx. 6.9 mmol) the title compound was obtained as a white solid (85 mg, 89% yield). 1H NMR (400 MHz, DMSO-d6) δ ppm 8.01 (d, J=5.1 Hz, 1H), 7.52-7.67 (m, 1H), 7.36 (dd, J=7.6, 1.6 Hz, 1H), 7.21-7.32 (m, 2H), 7.07-7.21 (m, 3H), 6.14 (br. s... Reactants: ClC=1C=CC2=C(SC(C2)=O)C1 (6-chloro-2,3-dihydro-2-oxo-benzo[b]thiophen), S1C(=NC=C1)NC(OC1=CC=CC=C1)=O (phenyl N-(2-thiazolyl)-carbamate). The solvent is CN(P(N(C)C)(N(C)C)=O)C (hexamethylphosphoric acid triamide). Reaction conditions: time 2 hour. Yields the product S1C(=NC=C1)NC(=O)C1C2=C(SC1=O)C=C(C=C2)Cl (N-(2-Thiazolyl)-6-chloro-2-oxo-2,3-dihydro-benzo[b]thiophen-3-carboxamide). As a reaction SMILES: [Cl:1][C:2]1[CH:3]=[CH:4][C:5]2[CH2:9][C:8](=[O:10])[S:7][C:6]=2[CH:11]=1.[S:12]1[CH:16]=[CH:15][N:14]=[C:13]1[NH:17][C:18](=O)[O:19]C1C=CC=CC=1>CN(C)P(=O)(N(C)C)N(C)C>[S:12]1[CH:16]=[CH:15][N:14]=[C:13]1[NH:17][C:18]([CH:9]1[C:8](=[O:10])[S:7][C:6]2[CH:11]=[C:2]([Cl:1])[CH:3]=[CH:4][C:5]1=2)=[O:19]. Reported procedure: De-oiled sodium hydride, obtained by de-oiling 0.82 g of a 50% suspension in mineral oil, was added at 10° to a solution of 3 g of 6-chloro-2,3-dihydro-2-oxo-benzo[b]thiophen and 3.85 g of phenyl N-(2-thiazolyl)-carbamate in 30 ml of hexamethylphosphoric acid triamide. After a few minutes, the cooling bath is removed and the mixture is stirred for a further 2 hours at room temperature. The reaction mixture is poured into a mixture of 1 liter of ice-water and 20 ml of concentrated hydrochloric ac... Starting materials: COc1cc(Br)cc(Br)c1, Nc1cccnc1, COc1cc(Nc2cccnc2)cc(-c2cccc3[nH]ccc23)c1. Yields the product COc1cc(Br)cc(Nc2cccnc2)c1. Reaction SMILES: [Br:1][c:2]1[cH:3][c:4]([Br:10])[cH:5][c:6]([O:8][CH3:9])[cH:7]1.[n:11]1[cH:12][c:13]([NH2:17])[cH:14][cH:15][cH:16]1.[nH:18]1[c:19]2[c:20]([c:21](-[c:22]3[cH:23][c:24]([NH:25][c:26]4[cH:27][n:28][cH:29][cH:30][cH:31]4)[cH:32][c:33]([O:34][CH3:35])[cH:36]3)[cH:37][cH:38][cH:39]2)[cH:40][cH:41]1>>[c:2]1([NH:17][c:13]2[cH:12][n:11][cH:16][cH:15][cH:14]2)[cH:3][c:4]([Br:10])[cH:5][c:6]([O:8][CH3:9])[cH:7]1.